describe an organic reaction: reactants, conditions, products, and yield From a dataset of the Open Reaction Database (ORD), a public repository of structured organic reaction records. The reactants are B(Br)(Br)Br (boron tribromide), COC1=CC=C(C=C1)C1=CN=C(S1)C1=CC=C(C(=O)OC)C=C1 (methyl 4-[5-(4-methoxyphenyl)thiazol-2-yl]benzoate), ice water. Solvent: ClCCl (dichloromethane). Run at time 2 hour. Yields the product OC1=CC=C(C=C1)C1=CN=C(S1)C1=CC=C(C(=O)OC)C=C1 (methyl 4-[5-(4-hydroxyphenyl)thiazol-2-yl]benzoate), OC1=CC=C(C=C1)C1=CN=C(S1)C1=CC=C(C(=O)O)C=C1 (4-[5-(4-hydroxyphenyl)thiazol-2-yl]benzoic acid). The yield is 211.3%. As a reaction SMILES: B(Br)(Br)Br.C[O:6][C:7]1[CH:12]=[CH:11][C:10]([C:13]2[S:17][C:16]([C:18]3[CH:27]=[CH:26][C:21]([C:22]([O:24][CH3:25])=[O:23])=[CH:20][CH:19]=3)=[N:15][CH:14]=2)=[CH:9][CH:8]=1>ClCCl>[OH:6][C:7]1[CH:8]=[CH:9][C:10]([C:13]2[S:17][C:16]([C:18]3[CH:27]=[CH:26][C:21]([C:22]([O:24][CH3:25])=[O:23])=[CH:20][CH:19]=3)=[N:15][CH:14]=2)=[CH:11][CH:12]=1.[OH:6][C:7]1[CH:8]=[CH:9][C:10]([C:13]2[S:17][C:16]([C:18]3[CH:27]=[CH:26][C:21]([C:22]([OH:24])=[O:23])=[CH:20][CH:19]=3)=[N:15][CH:14]=2)=[CH:11][CH:12]=1. Procedure: To a solution of boron tribromide (1.0M in dichloromethane, 97.7 ml) was added dropwise methyl 4-[5-(4-methoxyphenyl)thiazol-2-yl]benzoate (3.18 g) in dichloromethane (50 ml) at −78° C. The reaction mixture was allowed to warm to room temperature, and stirred for 2 hours. The reaction mixture was poured into ice-water (1000 ml), and stirred for 30 minutes at room temperature. The precipitate was collected by filtration, washed with water, and dried overnight to give in the proportion of 37:63 mi... Reaction conditions: time 5 minute. Reactants: ( f ), O (H2O), amido, C1(CCCCC1)C[C@@H]([C@H]([C@H](CC(C)C)O)O)NC([C@@H](CC(=O)O)CC=1N=C(SC1)NC(=O)OCC(Cl)(Cl)Cl)=O (4-{[1(S)-(cyclohexylmethyl)-2(R),3(S)-dihydroxy-5-methylhexyl]amino}-4-oxo-3(R)-{{2-[(2,2,2-trichloroethoxy)carbonylamino]-4-thiazolyl}methyl}butanoic Acid), aqueous solution, OO (H2O2), O.[OH-].[Li+] (lithium hydroxide monohydrate). Product: 4-tert-butyl ester, ClC(COC(=O)NC=1SC=C(N1)C[C@@H](C(=O)O)CC(=O)O)(Cl)Cl (2(R)-{{2-[(2,2,2-trichloroethoxy)carbonylamino]-4-thiazolyl}methyl}butanedioic acid). Reaction SMILES: C1(C[C@H](N[C:18](=[O:39])[C@H:19]([CH2:24][C:25]2[N:26]=[C:27]([NH:30][C:31]([O:33][CH2:34][C:35]([Cl:38])([Cl:37])[Cl:36])=[O:32])[S:28][CH:29]=2)[CH2:20][C:21]([OH:23])=[O:22])[C@@H](O)[C@@H](O)CC(C)C)CCCCC1.[OH2:40].OO.O.[OH-].[Li+]>C1COCC1>[Cl:38][C:35]([Cl:36])([Cl:37])[CH2:34][O:33][C:31]([NH:30][C:27]1[S:28][CH:29]=[C:25]([CH2:24][C@H:19]([CH2:20][C:21]([OH:23])=[O:22])[C:18]([OH:39])=[O:40])[N:26]=1)=[O:32] |f:3.4.5|. Procedure: The amido acid, 4-{[1(S)-(cyclohexylmethyl)-2(R),3(S)-dihydroxy-5-methylhexyl]amino}-4-oxo-3(R)-{{2-[(2,2,2-trichloroethoxy)carbonylamino]-4-thiazolyl}methyl}butanoic Acid: A solution of the product of section (f) of this example (57.5 mg, 0.10 mmol) in THF (1.5 mL ) and H2O (0.5 mL ) was cooled to 0°. A 30% aqueous solution of H2O2 (91.3 μL, 0.80 mmol of H2O2) and lithium hydroxide monohydrate (8.5 mg, 0.20 mmol) were added serially to the cooled solution. The mixture was stirred at 0° for 5 mi... Solvent: C1CCOC1 (THF).